From a dataset of the Open Reaction Database (ORD), a public repository of structured organic reaction records. describe an organic reaction: reactants, conditions, products, and yield Starting materials: C1(CCCC1)NC(=O)C1=CC=C(C=C1)B(O)O ({4-[(cyclopentylamino)carbonyl]phenyl}boronic acid), BrC1=CC=C(C=C1)OCC1CCN(CC1)C(=O)OC(C)C (1-methylethyl 4-{[(4-bromophenyl)oxy]methyl}-1-piperidinecarboxylate). Yields the product C1(CCCC1)NC(=O)C1=CC=C(C=C1)C1=CC=C(C=C1)OCC1CCN(CC1)C(=O)OC(C)C (1-Methylethyl 4-[({4′-[(cyclopentylamino)carbonyl]-4-biphenylyl}oxy)methyl]-1-piperidinecarboxylate). Yield: 15.1%. RXN SMILES: [CH:1]1([NH:6][C:7]([C:9]2[CH:14]=[CH:13][C:12](B(O)O)=[CH:11][CH:10]=2)=[O:8])[CH2:5][CH2:4][CH2:3][CH2:2]1.Br[C:19]1[CH:24]=[CH:23][C:22]([O:25][CH2:26][CH:27]2[CH2:32][CH2:31][N:30]([C:33]([O:35][CH:36]([CH3:38])[CH3:37])=[O:34])[CH2:29][CH2:28]2)=[CH:21][CH:20]=1>>[CH:1]1([NH:6][C:7]([C:9]2[CH:14]=[CH:13][C:12]([C:19]3[CH:20]=[CH:21][C:22]([O:25][CH2:26][CH:27]4[CH2:28][CH2:29][N:30]([C:33]([O:35][CH:36]([CH3:38])[CH3:37])=[O:34])[CH2:31][CH2:32]4)=[CH:23][CH:24]=3)=[CH:11][CH:10]=2)=[O:8])[CH2:5][CH2:4][CH2:3][CH2:2]1. Procedure details: The title compound (14 mg, 12%) was prepared from {4-[(cyclopentylamino)carbonyl]phenyl}boronic acid (47 mg, 0.2 mmol) and 1-methylethyl 4-{[(4-bromophenyl)oxy]methyl}-1-piperidinecarboxylate (prepared as in Example 9, Step 2, 71 mg, 0.2 mmol) in a manner similar to Example 21, Step 3 and worked up in a manner similar to Example 9, Step 3. 1H NMR (400 MHz, CDCl3): δ 7.78 (d, 2H, J=8.4 Hz), 7.59 (d, 2H, J=8.4 Hz), 7.53 (d, 2H, J=8.8 Hz), 6.96 (d, 2H, J=8.8 Hz), 6.04 (d, 1 H, J=7.4 Hz), 4.97-4.86 ... Reaction SMILES: [Br:1][c:2]1[cH:3][cH:4][c:5]([Cl:26])[c:6]([C:7](=[O:8])[c:9]2[cH:10][cH:11][c:12]3[c:13]([cH:24]2)[N:14]([C:18]([C:19]([F:20])([F:21])[F:22])=[O:23])[CH2:15][CH2:16][O:17]3)[cH:25]1.[CH3:31][C:32]#[N:33].[Cl:27][CH2:28][CH2:29][Cl:30]>>[Br:1][c:2]1[cH:3][cH:4][c:5]([Cl:26])[c:6]([CH2:7][c:9]2[cH:10][cH:11][c:12]3[c:13]([cH:24]2)[N:14]([C:18]([C:19]([F:20])([F:21])[F:22])=[O:23])[CH2:15][CH2:16][O:17]3)[cH:25]1. The product is O=C(N1CCOc2ccc(Cc3cc(Br)ccc3Cl)cc21)C(F)(F)F. The reactants are O=C(c1ccc2c(c1)N(C(=O)C(F)(F)F)CCO2)c1cc(Br)ccc1Cl, CC#N, ClCCCl. Starting materials: Cl (HCl), NCC(O)C(=O)O (isoserine), CO (methanol), Cl (HCl). Product: Cl.NCC(C(=O)OC)O (Methyl 3-amino-2-hydroxypropionate hydrochloride). Yield: 92.0%. As a reaction SMILES: [NH2:1][CH2:2][CH:3]([C:5]([OH:7])=[O:6])[OH:4].[ClH:8].[CH3:9]O>>[ClH:8].[NH2:1][CH2:2][CH:3]([OH:4])[C:5]([O:7][CH3:9])=[O:6] |f:3.4|. Reported procedure: A suspension of isoserine (18) (20.0 g, 0.19 mol) in anhydrous methanol (100 mL) was saturated with HCl gas at 0° C. while being stirred with exclusion of moisture. The solid material slowly dissolved to yield a pale yellow liquid after a few minutes. The HCl saturated solution was stirred overnight (20 h) at room temperature. Excess HCl gas was removed by bubbling nitrogen into the reaction mixture and the solvent was removed under reduced pressure to yield the product as a syrup (27.1 g; yield... The reactants are CC(=O)OC1CC2CCC3C(CCC4(C)C3CC(N3CCCC3)C4OC(C)=O)C2(C)CC1N1CCOCC1, CC#N, BrCC1CC1. Yields the product [Br-], CC(=O)OC1CC2CCC3C(CCC4(C)C3CC([N+]3(CC5CC5)CCCC3)C4OC(C)=O)C2(C)CC1N1CCOCC1. Reaction SMILES: [C:6]([CH3:7])(=[O:8])[O:9][CH:10]1[CH2:11][CH:12]2[CH2:13][CH2:14][CH:15]3[CH:16]4[CH2:17][CH:18]([N:39]5[CH2:40][CH2:41][CH2:42][CH2:43]5)[CH:19]([O:35][C:36]([CH3:37])=[O:38])[C:20]4([CH3:21])[CH2:22][CH2:23][CH:24]3[C:25]2([CH3:34])[CH2:26][CH:27]1[N:28]1[CH2:29][CH2:30][O:31][CH2:32][CH2:33]1.[CH3:44][C:45]#[N:46].[CH:1]1([CH2:4][Br:5])[CH2:2][CH2:3]1>>[Br-:5].[CH:1]1([CH2:4][N+:39]2([CH:18]3[CH2:17][CH:16]4[CH:15]5[CH2:14][CH2:13][CH:12]6[CH2:11][CH:10]([O:9][C:6]([CH3:7])=[O:8])[CH:27]([N:28]7[CH2:29][CH2:30][O:31][CH2:32][CH2:33]7)[CH2:26][C:25]6([CH3:34])[CH:24]5[CH2:23][CH2:22][C:20]4([CH3:21])[CH:19]3[O:35][C:36]([CH3:37])=[O:38])[CH2:40][CH2:41][CH2:42][CH2:43]2)[CH2:2][CH2:3]1. Starting materials: CN1C(=C(C2=CC(=CC=C12)O)C)C1=CC=NC=C1 (1,3-dimethyl-2-(4-pyridyl)-1H-indole-5-ol), C(C)OC(C(C)(C)Br)=O (2-bromo-2-methyl-propanoic acid ethylester). Product: C(C)OC(C(C)(OC=1C=C2C(=C(N(C2=CC1)C)C1=CC=NC=C1)C)C)=O (2-Methyl-2-[1,3-dimethyl-2-(4-pyridyl)-1H-indole-5-yloxy]-propanoic acid ethylester). As a reaction SMILES: [CH3:1][N:2]1[C:10]2[C:5](=[CH:6][C:7]([OH:11])=[CH:8][CH:9]=2)[C:4]([CH3:12])=[C:3]1[C:13]1[CH:18]=[CH:17][N:16]=[CH:15][CH:14]=1.[CH2:19]([O:21][C:22](=[O:27])[C:23](Br)([CH3:25])[CH3:24])[CH3:20]>>[CH2:19]([O:21][C:22](=[O:27])[C:23]([CH3:25])([O:11][C:7]1[CH:6]=[C:5]2[C:10](=[CH:9][CH:8]=1)[N:2]([CH3:1])[C:3]([C:13]1[CH:18]=[CH:17][N:16]=[CH:15][CH:14]=1)=[C:4]2[CH3:12])[CH3:24])[CH3:20]. Procedure: The above compound was prepared from 1,3-dimethyl-2-(4-pyridyl)-1H-indole-5-ol and 2-bromo-2-methyl-propanoic acid ethylester using a procedure analogous to that of Example 10. The reactants are CC(=O)OC(C)=O, Nc1c(C(F)(F)F)cc([N+](=O)[O-])cc1C(F)(F)F, O, c1ccncc1. Product: CC(=O)Nc1c(C(F)(F)F)cc([N+](=O)[O-])cc1C(F)(F)F. Reaction SMILES: [CH3:19][C:20](=[O:21])[O:22][C:23](=[O:24])[CH3:25].[N+:1](=[O:2])([O-:3])[c:4]1[cH:5][c:6]([C:15]([F:16])([F:17])[F:18])[c:7]([NH2:8])[c:9]([C:11]([F:12])([F:13])[F:14])[cH:10]1.[OH2:32].[cH:26]1[cH:27][cH:28][n:29][cH:30][cH:31]1>>[N+:1](=[O:2])([O-:3])[c:4]1[cH:5][c:6]([C:15]([F:16])([F:17])[F:18])[c:7]([NH:8][C:20]([CH3:19])=[O:21])[c:9]([C:11]([F:12])([F:13])[F:14])[cH:10]1. Reactants: C(C1=CC=CC=C1)C1=NC(=CC=C1Br)OC (2-benzyl-3-bromo-6-methoxypyridine), Br (hydrobromic acid). Solvent: O (water). Conditions: time 4 hour. Product: C(C1=CC=CC=C1)C1=NC(=CC=C1Br)O (2-Benzyl-3-bromo-6-hydroxypyridine). Isolated yield 92.7%. Reaction SMILES: [CH2:1]([C:8]1[C:13]([Br:14])=[CH:12][CH:11]=[C:10]([O:15]C)[N:9]=1)[C:2]1[CH:7]=[CH:6][CH:5]=[CH:4][CH:3]=1.Br>O>[CH2:1]([C:8]1[C:13]([Br:14])=[CH:12][CH:11]=[C:10]([OH:15])[N:9]=1)[C:2]1[CH:3]=[CH:4][CH:5]=[CH:6][CH:7]=1. Procedure details: A mixture of 72.5 g of 2-benzyl-3-bromo-6-methoxypyridine and 300 ml of 47% hydrobromic acid was heated under stirring for 4 hours in an oil bath kept at 100° C. After cooling as it was, 500 ml of water was added thereto. The resulting crystals were collected by filtration, washed with water and diethyl ether, air-dried and then dried under heating under reduced pressure, to give 63.8 g of the target compound.